This data is from the Open Reaction Database (ORD), a public repository of structured organic reaction records. The task is: describe an organic reaction: reactants, conditions, products, and yield Starting materials: CC1=CC=C(C=N1)CC(=S)N1CCOCC1 (2-(6-methyl-pyridin-3-yl)-1-morpholin-4-yl-ethanethione), [OH-].[Na+] (NaOH), O.CCO (H2O EtOH). Product: CC1=CC=C(C=N1)CC(=O)O (6-Methyl-3-pyridineacetic acid). Yield: 46.0%. RXN SMILES: [CH3:1][C:2]1[N:7]=[CH:6][C:5]([CH2:8][C:9](N2CCOCC2)=S)=[CH:4][CH:3]=1.[OH-:17].[Na+].[OH2:19].CCO>>[CH3:1][C:2]1[N:7]=[CH:6][C:5]([CH2:8][C:9]([OH:19])=[O:17])=[CH:4][CH:3]=1 |f:1.2,3.4|. Procedure: Crude 2-(6-methyl-pyridin-3-yl)-1-morpholin-4-yl-ethanethione (39.5 mmol, 9.685 g) was suspended in 2:1 H2O/EtOH (40 mL). NaOH (3.3 eq., 118.5 mmol, 4.8 g) was added and the reaction heated to reflux for 16 hours. The volatiles were then removed from the cooled reaction medium, and the pH adjusted to precisely pH 7.0 with 3.0 M HCl. The solvent was removed and the residue slurried in boiling methanol, filtered whilst hot, and the filtrate evaporated to dryness. This crude product contains residu... Starting materials: CCO, CN(Cc1ccncc1)C(=O)Nc1ccc([N+](=O)[O-])cc1, NN, O. Product: CN(Cc1ccncc1)C(=O)Nc1ccc(N)cc1. As a reaction SMILES: [CH3:25][CH2:26][OH:27].[N+:1]([O-:2])(=[O:3])[c:4]1[cH:5][cH:6][c:7]([NH:10][C:11](=[O:12])[N:13]([CH2:14][c:15]2[cH:16][cH:17][n:18][cH:19][cH:20]2)[CH3:21])[cH:8][cH:9]1.[NH2:23][NH2:24].[OH2:22]>>[NH2:1][c:4]1[cH:5][cH:6][c:7]([NH:10][C:11](=[O:12])[N:13]([CH2:14][c:15]2[cH:16][cH:17][n:18][cH:19][cH:20]2)[CH3:21])[cH:8][cH:9]1. The reactants are [Na].CC=1C(=NC=CC1OCC1(OCC2(OCCO2)CO1)C)CS(=O)C1=NC2=C(N1)C=CC=C2 (2-(((3-methyl-4-((8-methyl-1,4,7,9-tetraoxaspiro[4.5]dec-8-yl)methoxy)pyridin-2-yl)methyl)sulfinyl)-1H-benzimidazole sodium salt), Example 96 ( 5 ), N1C(=NC2=C1C=C1C(=C2)OCCO1)S (6,7-dihydro-1H-[1,4]dioxino[2′,3′:4,5]benzo[d]imidazole-2-thiol), CC1(OCC(CO1)COC1=C(C(=NC=C1C)CO)C)C ((4-((2,2-dimethyl-1,3-dioxan-5-yl)methoxy)-3,5-dimethylpyridin-2-yl)methanol), O.CC1(OCC(CO1)COC1=C(C(=NC=C1C)CO)C)C ((4-((2,2-dimethyl-1,3-dioxan-5-yl)methoxy)-3,5-dimethylpyridin-2-yl)methanol monohydrate). The solvent is C1(=CC=CC=C1)C (toluene). The product is [Na].CC1(OCC(CO1)COC1=C(C(=NC=C1C)CS(=O)C1=NC2=C(N1)C=C1C(=C2)OCCO1)C)C (2-(((4-((2,2-dimethyl-1,3-dioxan-5-yl)methoxy)-3,5-dimethylpyridin-2-yl)methyl)sulfinyl)-6,7-dihydro-1H-[1,4]dioxino[2,3-f]benzimidazole sodium salt). The yield is 61.7%. As a reaction SMILES: [Na:1].CC1C(C[S:23]([C:25]2[NH:29][C:28]3[CH:30]=[CH:31][CH:32]=[CH:33][C:27]=3[N:26]=2)=[O:24])=NC=CC=1OCC1(C)OCC2(OCCO2)CO1.[CH3:34][C:35]1([CH3:53])[O:40][CH2:39][CH:38]([CH2:41][O:42][C:43]2[C:48]([CH3:49])=[CH:47][N:46]=[C:45]([CH2:50]O)[C:44]=2[CH3:52])[CH2:37][O:36]1.O.CC1(C)OCC(COC2C(C)=CN=C(CO)C=2C)CO1.N1C2C=[C:81]3[O:87]CC[O:84][C:82]3=CC=2N=C1S>C1(C)C=CC=CC=1>[Na:1].[CH3:34][C:35]1([CH3:53])[O:40][CH2:39][CH:38]([CH2:41][O:42][C:43]2[C:48]([CH3:49])=[CH:47][N:46]=[C:45]([CH2:50][S:23]([C:25]3[NH:26][C:27]4[CH:33]=[C:32]5[O:87][CH2:81][CH2:82][O:84][C:31]5=[CH:30][C:28]=4[N:29]=3)=[O:24])[C:44]=2[CH3:52])[CH2:37][O:36]1 |f:0.1,3.4,7.8,^1:0,95|. Procedure details: The same procedure as in the steps (5f) to (5h) was repeated using the (4-((2,2-dimethyl-1,3-dioxan-5-yl)methoxy)-3,5-dimethylpyridin-2-yl)methanol, which was obtained by subjecting (4-((2,2-dimethyl-1,3-dioxan-5-yl)methoxy)-3,5-dimethylpyridin-2-yl)methanol monohydrate obtained in the same manner as in Example 96 (5) to azeotropic distillation with toluene, and 6,7-dihydro-1H-[1,4]dioxino[2′,3′:4,5]benzo[d]imidazole-2-thiol, to obtain the title compound (395 mg, total 61.7% yield) as a white so... Starting materials: C28H27FN5O3, NC=1C(=C(C2=C(N(C(N(C2=O)C)=O)C)N1)C1=C(C=CC(=C1)F)OC)C#N (7-amino-5-(5-fluoro-2-methoxyphenyl)-1,3-dimethyl-2,4-dioxo-1,2,3,4-tetrahydropyrido[2,3-d]pyrimidine-6-carbonitrile), BrCC1=CC2=CC=CC=C2C=C1 (2-(bromomethyl)naphthalene), Compound 56. Yields the product NCC1=C(C2=C(N(C(N(C2=O)C)=O)C)N=C1NCC1=CC2=CC=CC=C2C=C1)C1=C(C=CC(=C1)F)OC (6-(aminomethyl)-5-(5-fluoro-2-methoxyphenyl)-1,3-dimethyl-7-(naphthalen-2-ylmethylamino)pyrido[2,3-d]pyrimidine-2,4(1H,3H)-dione). RXN SMILES: [NH2:1][C:2]1[C:3]([C:25]#[N:26])=[C:4]([C:16]2[CH:21]=[C:20]([F:22])[CH:19]=[CH:18][C:17]=2[O:23][CH3:24])[C:5]2[C:10](=[O:11])[N:9]([CH3:12])[C:8](=[O:13])[N:7]([CH3:14])[C:6]=2[N:15]=1.Br[CH2:28][C:29]1[CH:38]=[CH:37][C:36]2[C:31](=[CH:32][CH:33]=[CH:34][CH:35]=2)[CH:30]=1>>[NH2:26][CH2:25][C:3]1[C:2]([NH:1][CH2:28][C:29]2[CH:38]=[CH:37][C:36]3[C:31](=[CH:32][CH:33]=[CH:34][CH:35]=3)[CH:30]=2)=[N:15][C:6]2[N:7]([CH3:14])[C:8](=[O:13])[N:9]([CH3:12])[C:10](=[O:11])[C:5]=2[C:4]=1[C:16]1[CH:21]=[C:20]([F:22])[CH:19]=[CH:18][C:17]=1[O:23][CH3:24]. Procedure details: Compound 70 was prepared from 70a and 2-(bromomethyl)naphthalene, according to procedures described in the synthesis of Compound 56. 1H NMR (400 MHz, CHLOROFORM-d) δ ppm 3.21 (s, 3H) 3.54 (s, 3H) 3.67 (s, 3H) 4.69 (d, J=14.7 Hz 1H) 4.92 (d, J=14.7 Hz, 1H) 6.64 (dd, J=8.2, 2.9 Hz, 1H) 6.98 dd, J=4.3, 9.1 Hz, 1H) 7.03-7.11 (m, 1H) 7.37-7.42 (m, 1H) 7.44-7.50 (m, 1H) 7.69-7.86 (m, 5H). MS [m+H] calc'd C28H27FN5O3 450; found 450. The reactants are CCCN(CCC)C1CCc2cc(OC)c([N+](=O)[O-])cc2C1, CCO. Product: CCCN(CCC)C1CCc2cc(OC)c(N)cc2C1. RXN SMILES: [CH2:1]([CH2:2][CH3:3])[N:4]([CH:5]1[CH2:6][c:7]2[cH:8][c:9]([N+:17]([O-:18])=[O:19])[c:10]([O:15][CH3:16])[cH:11][c:12]2[CH2:13][CH2:14]1)[CH2:20][CH2:21][CH3:22].[CH3:23][CH2:24][OH:25]>>[CH2:1]([CH2:2][CH3:3])[N:4]([CH:5]1[CH2:6][c:7]2[cH:8][c:9]([NH2:17])[c:10]([O:15][CH3:16])[cH:11][c:12]2[CH2:13][CH2:14]1)[CH2:20][CH2:21][CH3:22].